From a dataset of the Open Reaction Database (ORD), a public repository of structured organic reaction records. describe an organic reaction: reactants, conditions, products, and yield Starting materials: CCOC(=O)CC(CC1OC(C)(C)N(C(=O)OC(C)(C)C)C1Cc1ccccc1)OS(C)(=O)=O, ClCCl. Product: CCOC(=O)C=CCC1OC(C)(C)N(C(=O)OC(C)(C)C)C1Cc1ccccc1. Reaction SMILES: [C:1]([CH3:2])([CH3:3])([CH3:4])[O:5][C:6](=[O:7])[N:8]1[C:9]([CH3:33])([CH3:34])[O:10][CH:11]([CH2:20][CH:21]([CH2:22][C:23](=[O:24])[O:25][CH2:26][CH3:27])[O:28][S:29]([CH3:30])(=[O:31])=[O:32])[CH:12]1[CH2:13][c:14]1[cH:15][cH:16][cH:17][cH:18][cH:19]1.[Cl:35][CH2:36][Cl:37]>>[C:1]([CH3:2])([CH3:3])([CH3:4])[O:5][C:6](=[O:7])[N:8]1[C:9]([CH3:33])([CH3:34])[O:10][CH:11]([CH2:20][CH:21]=[CH:22][C:23](=[O:24])[O:25][CH2:26][CH3:27])[CH:12]1[CH2:13][c:14]1[cH:15][cH:16][cH:17][cH:18][cH:19]1. Starting materials: C1CCOC1 (THF), O.NN (Hydrazine hydrate), C(#N)C1=CC=C(NC(C)=S)C=C1 (p-cyanothioacetanilide), 739. Conditions: temperature 80 celsius, time 30 minute. The product is C(#N)C1=CC=C(C=C1)N1C(=NN=C1C)C (4-(4-Cyanophenyl)-3,5-dimethyl-1,2,4-triazole). Procedure details: Hydrazine hydrate (1.64 ml, 34 mmol) was added dropwise to a solution of p-cyanothioacetanilide prepared according to J. Pharm. Soc. Jpn., 1952, 72, 739 (5.43 gm, 30.9 mmol) in THF (50 ml) at room temperature. After 30 minutes, the solution was concentrated under reduced pressure and the residue treated with triethyl orthoacetate (40 ml). The mixture was heated at 80° C. for 30 minutes, cooled and the excess reagent was removed under reduced pressure. The residue was treated with ice-cold dilute... As a reaction SMILES: O.[NH2:2][NH2:3].[C:4]([C:6]1[CH:15]=[CH:14][C:9]([NH:10][C:11](=S)[CH3:12])=[CH:8][CH:7]=1)#[N:5].[CH2:16]1[CH2:20]OCC1>>[C:4]([C:6]1[CH:15]=[CH:14][C:9]([N:10]2[C:20]([CH3:16])=[N:3][N:2]=[C:11]2[CH3:12])=[CH:8][CH:7]=1)#[N:5] |f:0.1|.